From a dataset of the Open Reaction Database (ORD), a public repository of structured organic reaction records. describe an organic reaction: reactants, conditions, products, and yield Starting materials: [N+](=O)([O-])C1=CC=C(C=O)C=C1 (4-nitrobenzaldehyde), NC1=NC=CC=C1 (2-aminopyridine), triacetoxy sodium boro hydride, C(C)(=O)O (acetic acid). Solvent: ClCCCl (1,2-dichloroethane). Run at time 2 hour. The product is [N+](=O)([O-])C1=CC=C(C=C1)CNC1=NC=CC=C1 (2-[(4-nitrophenyl)methylamino]pyridine). Isolated yield 35.6%. Reaction SMILES: [N+:1]([C:4]1[CH:11]=[CH:10][C:7]([CH:8]=O)=[CH:6][CH:5]=1)([O-:3])=[O:2].[NH2:12][C:13]1[CH:18]=[CH:17][CH:16]=[CH:15][N:14]=1.C(O)(=O)C>ClCCCl>[N+:1]([C:4]1[CH:11]=[CH:10][C:7]([CH2:8][NH:12][C:13]2[CH:18]=[CH:17][CH:16]=[CH:15][N:14]=2)=[CH:6][CH:5]=1)([O-:3])=[O:2]. Procedure details: To a solution of 4-nitrobenzaldehyde (3.02 g) and 2-aminopyridine (1.88 g) in 1,2-dichloroethane (70 ml) were added triacetoxy sodium boro hydride (5.93 g) and acetic acid (1.14 ml), and the mixture was stirred under nitrogen atmosphere at room temperature for 2 hours and concentrated. To the residue was added sodium bicarbonate solution, and the mixture was extracted with ethyl acetate, washed with brine, dried (anhydrous magnesium sulfate) and concentrated. The residue was purified with silica...